From a dataset of the Open Reaction Database (ORD), a public repository of structured organic reaction records. describe an organic reaction: reactants, conditions, products, and yield Reactants: CC=1C(=NC=C(C1)C)CN (C-(3,5-dimethyl-pyridin-2-yl)-methylamine), N1=CC=CC=2CCCC(C12)=O (6,7-dihydro-5H-quinolin-8-one), [BH-](OC(=O)C)(OC(=O)C)OC(=O)C.[Na+] (NaBH(OAc)3), C(Cl)Cl (CH2Cl2). Product: CC=1C(=NC=C(C1)C)NC1CCCC=2C=CC=NC12 ((3,5-dimethyl-pyridin-2-yl)-(5,6,7,8-tetrahydro-quinolin-8-yl)-amine). RXN SMILES: [CH3:1][C:2]1[C:3]([CH2:9][NH2:10])=[N:4][CH:5]=[C:6](C)[CH:7]=1.[N:11]1[C:20]2C(=O)CC[CH2:16][C:15]=2[CH:14]=[CH:13][CH:12]=1.[BH-](OC(C)=O)(OC(C)=O)O[C:24]([CH3:26])=O.[Na+].[CH2:36](Cl)Cl>>[CH3:16][C:15]1[C:20]([NH:10][CH:9]2[C:3]3[N:4]=[CH:5][CH:6]=[CH:7][C:2]=3[CH2:1][CH2:26][CH2:24]2)=[N:11][CH:12]=[C:13]([CH3:36])[CH:14]=1 |f:2.3|. Procedure: Using General Procedure B, reaction of C-(3,5-dimethyl-pyridin-2-yl)-methylamine, 6,7-dihydro-5H-quinolin-8-one and NaBH(OAc)3 in CH2Cl2 gave (3,5-dimethyl-pyridin-2-yl)-(5,6,7,8-tetrahydro-quinolin-8-yl)-amine as a light brown oil. 1H NMR (CDCl3) δ 1.76 (m, 1H), 1.92 (m, 1H), 2.06 (m, 1H), 2.19 (m, 1H), 2.26 (s, 3H), 2.33 (s, 3H), 2.80 (m, 2H), 3.88 (t, 1H, J=7.2 Hz), 3.96 (d, 1H, J=12.0 Hz), 4.10 (d, 1H, J=12.5 Hz), 7.04 (m, 1H), 7.23 (s, 1H), 7.35 (d, 1H, J=7.5 Hz), 8.23 (s, 1H), 8.41 (d, 1H,... The reactants are C(C)(C)(C)OC(=O)N1CCN(CC1)CC(C(C1=CC=C(C=C1)OCC1=CC(=NC2=CC=CC=C12)C)O)C(NO)=O (4-{3-Hydroxy-2-hydroxycarbamoyl-3-[4-(2-methyl-quinolin-4-ylmethoxy)-phenyl]-propyl}-piperazine-1-carboxylic acid tert-butyl ester), C(=O)(C(F)(F)F)O (TFA). Solvent: C(Cl)Cl (methylene chloride). Run at time 2 hour. Product: OC(C(C(=O)NO)CN1CCNCC1)C1=CC=C(C=C1)OCC1=CC(=NC2=CC=CC=C12)C (3,N-Dihydroxy-3-[4-(2-methyl-quinolin-4-ylmethoxy)-phenyl]-2-piperazin-1-ylmethyl-propionamide). The yield is 154.7%. RXN SMILES: C(OC([N:8]1[CH2:13][CH2:12][N:11]([CH2:14][CH:15]([C:37](=[O:40])[NH:38][OH:39])[CH:16]([OH:36])[C:17]2[CH:22]=[CH:21][C:20]([O:23][CH2:24][C:25]3[C:34]4[C:29](=[CH:30][CH:31]=[CH:32][CH:33]=4)[N:28]=[C:27]([CH3:35])[CH:26]=3)=[CH:19][CH:18]=2)[CH2:10][CH2:9]1)=O)(C)(C)C.C(O)(C(F)(F)F)=O>C(Cl)Cl>[OH:36][CH:16]([C:17]1[CH:18]=[CH:19][C:20]([O:23][CH2:24][C:25]2[C:34]3[C:29](=[CH:30][CH:31]=[CH:32][CH:33]=3)[N:28]=[C:27]([CH3:35])[CH:26]=2)=[CH:21][CH:22]=1)[CH:15]([CH2:14][N:11]1[CH2:12][CH2:13][NH:8][CH2:9][CH2:10]1)[C:37]([NH:38][OH:39])=[O:40]. Procedure: 4-{3-Hydroxy-2-hydroxycarbamoyl-3-[4-(2-methyl-quinolin-4-ylmethoxy)-phenyl]-propyl}-piperazine-1-carboxylic acid tert-butyl ester (0.077 g, 0.099 mmol) from Example 19 was taken up in methylene chloride (3 mL) and TFA (2 mL) under nitrogen atmosphere at room temperature. The reaction was complete after 2 h, was concentrated, taken up in water (5 mL), and freeze-dried to give the title compound (0.069 g, 88%) as a white solid. MS found: (M+H)+=451. The reactants are COC([C@@H](NC(=O)NC=1SC(NN1)=S)CC(C)C)=O (N-[[(4,5-dihydro-5-thioxo-1,3,4-thiadiazol-2-yl)amino]carbonyl]-L-leucine methyl ester), C(C1=CC=CC=C1)N (benzylamine). Product: S=C1NN=C(S1)NC(=O)N[C@H](C(=O)NCC1=CC=CC=C1)CC(C)C (2-[[[(4,5-Dihydro-5-thioxo-1,3,4-thiadiazol-2-yl)amino]carbonyl]amino]-4-methyl-N-(phenylmethyl)-(S)-pentanamide). RXN SMILES: CO[C:3](=[O:19])[C@H:4]([CH2:15][CH:16]([CH3:18])[CH3:17])[NH:5][C:6]([NH:8][C:9]1[S:10][C:11](=[S:14])[NH:12][N:13]=1)=[O:7].[CH2:20]([NH2:27])[C:21]1[CH:26]=[CH:25][CH:24]=[CH:23][CH:22]=1>>[S:14]=[C:11]1[S:10][C:9]([NH:8][C:6]([NH:5][C@@H:4]([CH2:15][CH:16]([CH3:17])[CH3:18])[C:3]([NH:27][CH2:20][C:21]2[CH:26]=[CH:25][CH:24]=[CH:23][CH:22]=2)=[O:19])=[O:7])=[N:13][NH:12]1. Procedure details: Following the general procedure outlined in EXAMPLE 5, and making non-critical variations but starting with N-[[(4,5-dihydro-5-thioxo-1,3,4-thiadiazol-2-yl)amino]carbonyl]-L-leucine methyl ester (EXAMPLE 28) and benzylamine, the title compound is obtained (mp 206°-208° C.). The reactants are C1(CCCC1)CO (cyclopentanemethanol), C1(=CC=C(C=C1)S(=O)(=O)Cl)C (para-toluenesulfonyl chloride), N1=CC=CC=C1 (pyridine). Run at time 2 hour. Yields the product C=1(C(=CC=CC1)S(=O)(=O)OCC1CCCC1)C ((Cyclopentyl)methyl toluenesulfonate). The yield is 74.7%. Reaction SMILES: [CH:1]1([CH2:6][OH:7])[CH2:5][CH2:4][CH2:3][CH2:2]1.[C:8]1(C)[CH:13]=[CH:12][C:11]([S:14](Cl)(=[O:16])=[O:15])=[CH:10][CH:9]=1.N1C=CC=C[CH:20]=1>>[C:10]1([CH3:20])[C:11]([S:14]([O:7][CH2:6][CH:1]2[CH2:5][CH2:4][CH2:3][CH2:2]2)(=[O:15])=[O:16])=[CH:12][CH:13]=[CH:8][CH:9]=1. Procedure: To cyclopentanemethanol (2.0 g, 20 mmol) in pyridine (30 ml) was added para-toluenesulfonyl chloride (3.81 g, 20 mmol) with stirring. After 2 hrs at room temperature, the reaction mixture was concentrated for removement of pyridine, extracted with dichloromethane, dried, filtered, concentrated and separated by a column chromatography to give a desirable product (3.80 g). Starting materials: FC=1C=C(CBr)C=CC1 (3-fluorobenzylbromide), C([O-])([O-])=O.[K+].[K+] (potassium carbonate), N1CCC(CC1)/C=C/C(=O)C1=CC=C(C=C1)[N+](=O)[O-] ((E)-4-[3-(piperidin-4-yl)propenoyl]nitrobenzene), O (water). Solvent: CN(C=O)C (dimethylformamide). Conditions: time 2 hour. Product: FC=1C=C(CN2CCC(CC2)/C=C/C(=O)C2=CC=C(C=C2)[N+](=O)[O-])C=CC1 ((E)-4-{3-[1-(3-fluorobenzyl)piperidin-4-yl]propenoyl}nitrobenzene). Isolated yield 49.0%. RXN SMILES: [F:1][C:2]1[CH:3]=[C:4]([CH:7]=[CH:8][CH:9]=1)[CH2:5]Br.C(=O)([O-])[O-].[K+].[K+].[NH:16]1[CH2:21][CH2:20][CH:19](/[CH:22]=[CH:23]/[C:24]([C:26]2[CH:31]=[CH:30][C:29]([N+:32]([O-:34])=[O:33])=[CH:28][CH:27]=2)=[O:25])[CH2:18][CH2:17]1.O>CN(C)C=O>[F:1][C:2]1[CH:3]=[C:4]([CH:7]=[CH:8][CH:9]=1)[CH2:5][N:16]1[CH2:21][CH2:20][CH:19](/[CH:22]=[CH:23]/[C:24]([C:26]2[CH:27]=[CH:28][C:29]([N+:32]([O-:34])=[O:33])=[CH:30][CH:31]=2)=[O:25])[CH2:18][CH2:17]1 |f:1.2.3|. Procedure details: 1.11 g of 3-fluorobenzylbromide and 2.53 g of potassium carbonate were added to 3.0 g of (E)-4-[3-(piperidin-4-yl)propenoyl]nitrobenzene dissolved in 30 ml of dimethylformamide at room temperature, and the mixture was stirred for 2 hours. After completion of the reaction, water was added to the reaction mixture, and the mixture was extracted with ethyl acetate. The extract was dried over anhydrous sodium sulfate, and the solvent was removed under reduced pressure. The obtained residue was applie... Yields the product C(C)OC(CSC1=CN=C(S1)NC(C1=CC(=CC(=C1)O[C@H](COC)C)OC1=CC(=CC=C1)F)=O)=O ({2-[3-(3-Fluoro-phenoxy)-5-((S)-2-methoxy-1-methyl-ethoxy)-benzoylamino]-thiazol-5-ylsulfanyl}-acetic acid ethyl ester). Procedure: The title compound was prepared from 3-(3-fluoro-phenoxy)-5-((S)-2-methoxy-1-methyl-ethoxy)-benzoic acid and (2-amino-thiazol-5-ylsulfanyl)-acetic acid ethyl ester following general procedure A Reaction SMILES: [F:1][C:2]1[CH:3]=[C:4]([CH:21]=[CH:22][CH:23]=1)[O:5][C:6]1[CH:7]=[C:8]([CH:12]=[C:13]([O:15][C@@H:16]([CH3:20])[CH2:17][O:18][CH3:19])[CH:14]=1)[C:9]([OH:11])=O.[CH2:24]([O:26][C:27](=[O:36])[CH2:28][S:29][C:30]1[S:34][C:33]([NH2:35])=[N:32][CH:31]=1)[CH3:25]>>[CH2:24]([O:26][C:27](=[O:36])[CH2:28][S:29][C:30]1[S:34][C:33]([NH:35][C:9](=[O:11])[C:8]2[CH:12]=[C:13]([O:15][C@@H:16]([CH3:20])[CH2:17][O:18][CH3:19])[CH:14]=[C:6]([O:5][C:4]3[CH:21]=[CH:22][CH:23]=[C:2]([F:1])[CH:3]=3)[CH:7]=2)=[N:32][CH:31]=1)[CH3:25]. The reactants are FC=1C=C(OC=2C=C(C(=O)O)C=C(C2)O[C@H](COC)C)C=CC1 (3-(3-fluoro-phenoxy)-5-((S)-2-methoxy-1-methyl-ethoxy)-benzoic acid), C(C)OC(CSC1=CN=C(S1)N)=O ((2-amino-thiazol-5-ylsulfanyl)-acetic acid ethyl ester).